Dataset: the Open Reaction Database (ORD), a public repository of structured organic reaction records. Task: describe an organic reaction: reactants, conditions, products, and yield Product: FC1=CC=C(C=C1)CC1=CN=C2C(=C(C(N(C2=C1)CCNC(=O)C=1C(=CC=CC1)C(=O)NCCN1C(NCC1)=O)=O)C(=O)NCCN1C(NCC1)=O)O (N-{2-[7-[(4-fluorophenyl)methyl]-4-hydroxy-2-oxo-3-({[2-(2-oxo-1-imidazolidinyl)ethyl]amino}carbonyl)-1,5-naphthyridine-1(2H)-yl]ethyl}-N′-[2-(2-oxo-1-imidazolidinyl)ethyl]-1,2-benzenedicarboxamide). Reactants: O=C1N(C(C2=CC=CC=C12)=O)CCN1C(C(=C(C2=NC=C(C=C12)CC1=CC=C(C=C1)F)O)C(=O)OCC)=O (ethyl 1-[2-(1,3-dioxo-1,3-dihydro-2H-isoindol-2-yl)ethyl]-7-[(4-fluorophenyl)methyl]-4-hydroxy-2-oxo-1,2-dihydro-1,5-naphthyridine-3-carboxylate), NCCN1C(NCC1)=O (1-(2-aminoethyl)-2-imidazolidinone), CCO (EtOH), OS(=O)(=O)[O-].[Na+] (NaHSO4), amine. Reaction SMILES: [O:1]=[C:2]1C2C(=CC=CC=2)C(=O)[N:3]1[CH2:12][CH2:13][N:14]1[C:23]2[C:18](=[N:19][CH:20]=[C:21]([CH2:24][C:25]3[CH:30]=[CH:29][C:28]([F:31])=[CH:27][CH:26]=3)[CH:22]=2)[C:17]([OH:32])=[C:16]([C:33](OCC)=[O:34])[C:15]1=[O:38].[NH2:39][CH2:40][CH2:41][N:42]1[CH2:46][CH2:45][NH:44][C:43]1=[O:47].OS([O-])(=O)=O.[Na+].[CH3:54][CH2:55][OH:56]>>[F:31][C:28]1[CH:29]=[CH:30][C:25]([CH2:24][C:21]2[CH:22]=[C:23]3[C:18]([C:17]([OH:32])=[C:16]([C:15]([NH:14][CH2:13][CH2:12][N:3]4[CH2:21][CH2:20][NH:19][C:2]4=[O:1])=[O:38])[C:33](=[O:34])[N:3]3[CH2:12][CH2:13][NH:14][C:55]([C:54]3[C:16]([C:33]([NH:39][CH2:40][CH2:41][N:42]4[CH2:46][CH2:45][NH:44][C:43]4=[O:47])=[O:34])=[CH:17][CH:18]=[CH:23][CH:22]=3)=[O:56])=[N:19][CH:20]=2)=[CH:26][CH:27]=1 |f:2.3|. Procedure: A solution of ethyl 1-[2-(1,3-dioxo-1,3-dihydro-2H-isoindol-2-yl)ethyl]-7-[(4-fluorophenyl)methyl]-4-hydroxy-2-oxo-1,2-dihydro-1,5-naphthyridine-3-carboxylate (0.025 g, 0.049 mmol) in EtOH (1 mL) under nitrogen was treated with 1-(2-aminoethyl)-2-imidazolidinone (0.0078 g, 0.03 mmol, 50% W/W in IPA) for 30 min.@150° C. The reaction was further microwaved for 30 min. (150° C. after the addition of an additional 0.6 equivalents (0.015 mL) of the amine, cooled to ambient temperature, and treated wi... Reactants: C=CCCCCCCCCC(=O)Cl, CCC12CCC3C4CCC(=O)C=C4CCC3C1CCC2O, O, c1ccccc1, c1ccncc1. Product: C=CCCCCCCCCC(=O)OC1CCC2C3CCC4=CC(=O)CCC4C3CCC12CC. As a reaction SMILES: [C:1]([CH2:2][CH2:3][CH2:4][CH2:5][CH2:6][CH2:7][CH2:8][CH2:9][CH:10]=[CH2:11])(=[O:12])[Cl:13].[CH2:14]([CH3:15])[C:16]12[CH:17]([OH:34])[CH2:18][CH2:19][CH:20]1[CH:21]1[CH:22]([CH2:23][CH2:24]2)[CH:25]2[CH2:26][CH2:27][C:28](=[O:33])[CH:29]=[C:30]2[CH2:31][CH2:32]1.[OH2:35].[cH:36]1[cH:37][cH:38][cH:39][cH:40][cH:41]1.[cH:42]1[cH:43][cH:44][n:45][cH:46][cH:47]1>>[C:1]([CH2:2][CH2:3][CH2:4][CH2:5][CH2:6][CH2:7][CH2:8][CH2:9][CH:10]=[CH2:11])(=[O:12])[O:34][CH:17]1[C:16]2([CH2:14][CH3:15])[CH:20]([CH2:19][CH2:18]1)[CH:21]1[CH:22]([CH2:23][CH2:24]2)[CH:25]2[CH2:26][CH2:27][C:28](=[O:33])[CH:29]=[C:30]2[CH2:31][CH2:32]1. Starting materials: FC1=C(CN2N=NC(=C2)C(=O)OC)C(=CC=C1)F (methyl 1-(2,6-difluorobenzyl)-1H-1,2,3-triazole-4-carboxylate), formula IV, N (ammonia). Yields the product C=1C=C(C(=C(C1)F)CN2C=C(N=N2)C(=O)N)F (rufinamide). As a reaction SMILES: [F:1][C:2]1[CH:17]=[CH:16][CH:15]=[C:14]([F:18])[C:3]=1[CH2:4][N:5]1[CH:9]=[C:8]([C:10](OC)=[O:11])[N:7]=[N:6]1.[NH3:19]>>[CH:16]1[CH:15]=[C:14]([F:18])[C:3]([CH2:4][N:5]2[N:6]=[N:7][C:8]([C:10]([NH2:19])=[O:11])=[CH:9]2)=[C:2]([F:1])[CH:17]=1. Procedure: reacting methyl 1-(2,6-difluorobenzyl)-1H-1,2,3-triazole-4-carboxylate of formula IV with ammonia to obtain rufinamide of formula I. Product: C(CCCCC)SC1=CC=2C3=CC(=C(C=C3C3=CC(=C(C=C3C2C=C1SCCCCCC)SCCCCCC)SCCCCCC)SCCCCCC)SCCCCCCC=C (2,3,6,7,10-pentakis-(hexylthio)-11-(7-octenylthio)-triphenylene). Conditions: time 3 hour. RXN SMILES: [CH2:1]([S:7][C:8]1[C:25]([S:26][CH2:27][CH2:28][CH2:29][CH2:30][CH2:31][CH3:32])=[CH:24][C:23]2[C:22]3[C:17](=[CH:18][C:19]([S:40][CH2:41][CH2:42][CH2:43][CH2:44][CH2:45][CH3:46])=[C:20]([S:33][CH2:34][CH2:35][CH2:36][CH2:37][CH2:38][CH3:39])[CH:21]=3)[C:16]3[C:11](=[CH:12][C:13](Br)=[C:14]([S:47][CH2:48][CH2:49][CH2:50][CH2:51][CH2:52][CH3:53])[CH:15]=3)[C:10]=2[CH:9]=1)[CH2:2][CH2:3][CH2:4][CH2:5][CH3:6]>CN1C(=O)N(C)CC1>[CH2:1]([S:7][C:8]1[C:25]([S:26][CH2:27][CH2:28][CH2:29][CH2:30][CH2:31][CH3:32])=[CH:24][C:23]2[C:22]3[C:17](=[CH:18][C:19]([S:40][CH2:41][CH2:42][CH2:43][CH2:44][CH2:45][CH3:46])=[C:20]([S:33][CH2:34][CH2:35][CH2:36][CH2:37][CH2:38][CH3:39])[CH:21]=3)[C:16]3[C:11](=[CH:12][C:13]([S:7][CH2:8][CH2:9][CH2:10][CH2:23][CH2:22][CH2:21][CH:20]=[CH2:19])=[C:14]([S:47][CH2:48][CH2:49][CH2:50][CH2:51][CH2:52][CH3:53])[CH:15]=3)[C:10]=2[CH:9]=1)[CH2:2][CH2:3][CH2:4][CH2:5][CH3:6]. Reported procedure: A mixture of 400 mg of 2,3,6,7,10-pentakis-(hexylthio)-11-bromotriphenylene, 70 mg of sodium (7-octenyl)thiolate and 60 ml of DMEU is stirred for 3 hours at 90° under N2 and worked up in the usual manner, giving 2,3,6,7,10-pentakis-(hexylthio)-11-(7-octenylthio)-triphenylene. Run in CN1CCN(C1=O)C (DMEU). Reactants: C(CCCCC)SC1=CC=2C3=CC(=C(C=C3C3=CC(=C(C=C3C2C=C1SCCCCCC)SCCCCCC)SCCCCCC)SCCCCCC)Br (2,3,6,7,10-pentakis-(hexylthio)-11-bromotriphenylene), sodium (7-octenyl)thiolate.